From a dataset of the Open Reaction Database (ORD), a public repository of structured organic reaction records. describe an organic reaction: reactants, conditions, products, and yield Reactants: CCCN(CCC)c1nccc2[nH]c(=O)n(C)c12, O=P(Cl)(Cl)Cl. The product is CCCN(CCC)c1nccc2nc(Cl)n(C)c12. RXN SMILES: [CH2:1]([CH2:2][CH3:3])[N:4]([c:5]1[n:6][cH:7][cH:8][c:9]2[c:10]1[n:11]([CH3:15])[c:12](=[O:14])[nH:13]2)[CH2:16][CH2:17][CH3:18].[P:19]([Cl:20])([Cl:21])([Cl:22])=[O:23]>>[CH2:1]([CH2:2][CH3:3])[N:4]([c:5]1[n:6][cH:7][cH:8][c:9]2[c:10]1[n:11]([CH3:15])[c:12]([Cl:21])[n:13]2)[CH2:16][CH2:17][CH3:18]. Reactants: aldehyde, CC1(C(CC=C1C)CC=O)C (2-(2,2,3-trimethylcyclopent-3-en-yl) ethaldehyde), O1C(CC=C1)=O (furanone). The product is CC1(C(CC=C1C)/C=C/C1C(OCC1)=O)C ((E)-3-[2-(2,2,3-trimethylcyclopent-3-en-yl)ethenyl]dihydro-2 (3H)-furanone). Isolated yield 42.0%. As a reaction SMILES: [CH3:1][C:2]1([CH3:11])[C:6]([CH3:7])=[CH:5][CH2:4][CH:3]1[CH2:8][CH:9]=O.[O:12]1[CH:16]=[CH:15][CH2:14][C:13]1=[O:17]>>[CH3:1][C:2]1([CH3:11])[C:6]([CH3:7])=[CH:5][CH2:4][CH:3]1/[CH:8]=[CH:9]/[CH:14]1[CH2:15][CH2:16][O:12][C:13]1=[O:17]. Procedure details: The process of Example 1 was carried out except that the aldehyde was 2-(2,2,3-trimethylcyclopent-3-en-yl) ethaldehyde and the furanone did not contain a 5-methyl group to obtain (E)-3-[2-(2,2,3-trimethylcyclopent-3-en-yl)ethenyl]dihydro-2 (3H)-furanone. 1HNMR (CDCl3) [Redistilled E isomer] δ6.80 (m, 1H), 5.24 (close spaced m, 1H), 4.40 (t, 2H), 2.93 (m, 2H), 2.45-1.77 (m, 6H), 1.62 (close spaced m, 3H), 1.04 (s, 3H), 0.85 (s, 3H). BP 1.38°-156 ° C. at 0.20 mm Hg Yield 42-57% RXN SMILES: Cl.Cl.[OH:3][C@@H:4]1[CH2:11][N:10]([CH2:12][CH2:13][CH2:14][N:15]2[C:21](=[O:22])[CH2:20][CH2:19][NH:18][CH2:17][CH2:16]2)[CH2:9][CH2:8][C:5]21[CH2:7][CH2:6]2.[Cl:23][C:24]1[CH:25]=[C:26]([N:31]=[C:32]=[O:33])[CH:27]=[CH:28][C:29]=1[Cl:30]>>[Cl:23][C:24]1[CH:25]=[C:26]([NH:31][C:32]([N:18]2[CH2:19][CH2:20][C:21](=[O:22])[N:15]([CH2:14][CH2:13][CH2:12][N:10]3[CH2:9][CH2:8][C:5]4([CH2:6][CH2:7]4)[C@H:4]([OH:3])[CH2:11]3)[CH2:16][CH2:17]2)=[O:33])[CH:27]=[CH:28][C:29]=1[Cl:30] |f:0.1.2|. Yields the product ClC=1C=C(C=CC1Cl)NC(=O)N1CCN(C(CC1)=O)CCCN1C[C@H](C2(CC2)CC1)O (4-[3-((S)-4-Hydroxy-6-aza-spiro[2.5]oct-6-yl)-propyl]-5-oxo-[1,4]diazepane-1-carboxylic acid (3,4-dichloro-phenyl)-amide). The reactants are Cl.Cl.O[C@H]1C2(CC2)CCN(C1)CCCN1CCNCCC1=O (4-[3-((S)-4-hydroxy-6-aza-spiro[2.5]oct-6-yl)-propyl]-[1,4]diazepan-5-one dihydrochloride), ClC=1C=C(C=CC1Cl)N=C=O (3,4-dichlorophenyl isocyanate). Reported procedure: In analogy to the procedure described in example 5, 4-[3-((S)-4-hydroxy-6-aza-spiro[2.5]oct-6-yl)-propyl]-[1,4]diazepan-5-one dihydrochloride (US 2007249589, described as 4-[3-((−)-4-hydroxy-6-aza-spiro[2.5]oct-6-yl)-propyl]-[1,4]diazepan-5-one dihydrochloride) and 3,4-dichlorophenyl isocyanate gave after separation with flash chromatography (silicycle SiO2, dichloromethane/methanol 95:5 to 4:1) 43% of the title compound as white solid. MS: 469.3 (MH+, 2Cl). Starting materials: OC1=CC=C(C=C1)C(C)=O (4'-hydroxyacetophenone), BrCCCC(=O)OCC (ethyl 4-bromobutyrate), C([O-])([O-])=O.[K+].[K+] (potassium carbonate), [I-].[K+] (potassium iodide). Solvent: CN(C=O)C (N,N-dimethylformamide). The product is C(C)(=O)C1=CC=C(OCCCC(=O)OCC)C=C1 (4-(4-acetylphenoxy)butanoic acid, ethyl ester). Isolated yield 50.8%. As a reaction SMILES: [OH:1][C:2]1[CH:7]=[CH:6][C:5]([C:8](=[O:10])[CH3:9])=[CH:4][CH:3]=1.Br[CH2:12][CH2:13][CH2:14][C:15]([O:17][CH2:18][CH3:19])=[O:16].C(=O)([O-])[O-].[K+].[K+].[I-].[K+]>CN(C)C=O>[C:8]([C:5]1[CH:6]=[CH:7][C:2]([O:1][CH2:12][CH2:13][CH2:14][C:15]([O:17][CH2:18][CH3:19])=[O:16])=[CH:3][CH:4]=1)(=[O:10])[CH3:9] |f:2.3.4,5.6|. Procedure details: A solution of 0.90 g (6.61 mmol) of 4'-hydroxyacetophenone, and 1.93 g (9.92 mmol) of ethyl 4-bromobutyrate in 1.80 mL of N,N-dimethylformamide is stirred for 48 hours, under dry conditions with 2.74 g (19.8 mmol) of potassium carbonate and 0.110 g (0.66 mmol) of potassium iodide. The reaction mixture is then evaporated under vacuum, and the residue partitioned between ether and water. The organic phase is separated, washed thrice with water, dried with magnesium sulfate, filtered, and evaporate...